Dataset: the Open Reaction Database (ORD), a public repository of structured organic reaction records. Task: describe an organic reaction: reactants, conditions, products, and yield The reactants are [Al+3], CCC(=O)Cl, O=C([O-])[O-], C1CCOC1, ClCCl, [H-], [H-], [H-], [H-], [Li+], NC1COc2ccccc2C1, [Na+], [Na+]. Product: CCCNC1COc2ccccc2C1. Reaction SMILES: [Al+3:18].[C:1]([CH2:2][CH3:3])([Cl:4])=[O:5].[C:26](=[O:27])([O-:28])[O-:29].[CH2:32]1[O:33][CH2:34][CH2:35][CH2:36]1.[Cl:23][CH2:24][Cl:25].[H-:17].[H-:20].[H-:21].[H-:22].[Li+:19].[NH2:6][CH:7]1[CH2:8][O:9][c:10]2[cH:11][cH:12][cH:13][cH:14][c:15]2[CH2:16]1.[Na+:30].[Na+:31]>>[CH2:1]([CH2:2][CH3:3])[NH:6][CH:7]1[CH2:8][O:9][c:10]2[cH:11][cH:12][cH:13][cH:14][c:15]2[CH2:16]1. The reactants are C(C)(=O)O (acetic acid), C(#N)[BH3-].[Na+] (Sodium cyanoborohydride), BrC=1N=C(N2C(NN=CC21)=O)C2=CC(=CC=C2)N (8-bromo-6-(m-aminophenyl)imidazo-[1,5-d]-as-triazine-4(3H)-one), C=O (formaldehyde), C(C)(=O)O (acetic acid). Solvent: C(C)#N (acetonitrile). Reaction conditions: time 15 minute. Product: BrC=1N=C(N2C(NN=CC21)=O)C2=CC(=CC=C2)N(C)C (8-Bromo-6-(m-dimethylaminophenyl)-imidazo-[1,5-d]-as-triazin-4(3H)-one). RXN SMILES: [C:1]([BH3-])#[N:2].[Na+].[Br:5][C:6]1[N:7]=[C:8]([C:16]2[CH:21]=[CH:20][CH:19]=[C:18](N)[CH:17]=2)[N:9]2[C:14]=1[CH:13]=[N:12][NH:11][C:10]2=[O:15].C=O.[C:25](O)(=O)C>C(#N)C>[Br:5][C:6]1[N:7]=[C:8]([C:16]2[CH:21]=[CH:20][CH:19]=[C:18]([N:2]([CH3:1])[CH3:25])[CH:17]=2)[N:9]2[C:14]=1[CH:13]=[N:12][NH:11][C:10]2=[O:15] |f:0.1|. Procedure: Sodium cyanoborohydride (1.2 gm., 0.019 mole) is added to a stirred solution of 8-bromo-6-(m-aminophenyl)imidazo-[1,5-d]-as-triazine-4(3H)-one, aqueous formaldehyde (5 ml., 37%) in acetonitrile (110 ml.). The reaction mixture is stirred for 15 minutes then acetic acid is added to adjust the pH of the reaction mixture to 7. The reaction mixture is stirred for 45 minutes while the pH of the mixture is maintained at 7 with acetic acid being added as needed. The solvent is then evaporated in vacuo, ... Starting materials: Cl.FC1=C(C=CC=C1)C1=NCC=2N(C3=C1C=C(C=C3)Cl)N=C(N2)C(=O)N2CCN(CC2)C (1-[[6-(o-fluorophenyl)-8-chloro-4H-s-triazolo[1,5-a][1,4]benzodiazepin-2-yl]-carbonyl]-4-methylpiperazine hydrochloride), FC1=C(C(=O)C2=C(C=CC(=C2)Cl)N2N=C(N=C2CN(C)C)C(=O)N2CCN(CC2)C)C=CC=C1 (1-[[1-[2-(o-fluorobenzoyl)-4-chlorophenyl]-5-[(dimethylamino)-methyl]-1H-1,2,4-triazol-3-yl]-carbonyl]-4-methylpiperazine), C1(=C(C(=C(C(=C1F)F)F)N)F)N.Cl.Cl (dihydrochloride). Yields the product C(C)(C)NC(=O)C1=NN(C(=N1)CN(C)C)C1=C(C=C(C=C1)Cl)C(C1=C(C=CC=C1)F)=O (N-isopropyl-1-[2-(o-fluorobenzoyl)-4-chlorophenyl]-5-[(dimethylamino)-methyl]-1H-1,2,4-triazole-3-carboxamide). As a reaction SMILES: Cl.F[C:3]1C=CC=CC=1C1C2C=C(Cl)C=CC=2N2N=C(C(N3CCN(C)CC3)=O)N=C2CN=1.[F:33][C:34]1[CH:66]=[CH:65][CH:64]=[CH:63][C:35]=1[C:36]([C:38]1[CH:43]=[C:42]([Cl:44])[CH:41]=[CH:40][C:39]=1[N:45]1[C:49]([CH2:50][N:51]([CH3:53])[CH3:52])=[N:48][C:47]([C:54]([N:56]2CCN(C)[CH2:58][CH2:57]2)=[O:55])=[N:46]1)=[O:37].C1(N)C(F)=C(F)C(F)=C(N)C=1F.Cl.Cl>>[CH:57]([NH:56][C:54]([C:47]1[N:48]=[C:49]([CH2:50][N:51]([CH3:52])[CH3:53])[N:45]([C:39]2[CH:40]=[CH:41][C:42]([Cl:44])=[CH:43][C:38]=2[C:36](=[O:37])[C:35]2[CH:63]=[CH:64][CH:65]=[CH:66][C:34]=2[F:33])[N:46]=1)=[O:55])([CH3:58])[CH3:3] |f:0.1,3.4.5|. Procedure: from the base liberated from 23.8 g (0.050 mole) of 1-[[6-(o-fluorophenyl)-8-chloro-4H-s-triazolo[1,5-a][1,4]benzodiazepin-2-yl]-carbonyl]-4-methylpiperazine hydrochloride: -1-[[1-[2-(o-fluorobenzoyl)-4-chlorophenyl]-5-[(dimethylamino)-methyl]-1H-1,2,4-triazol-3-yl]-carbonyl]-4-methylpiperazine and the dihydrochloride thereof. RXN SMILES: [Cl:1][C:2]1[CH:7]=[CH:6][CH:5]=[CH:4][C:3]=1[C:8]([C:10]1[N:20]([C:21]2[N:22]([CH3:27])[N:23]=[C:24]([CH3:26])[CH:25]=2)[C:13]2[N:14]=[C:15](SC)[N:16]=[CH:17][C:12]=2[CH:11]=1)=[O:9].O[O:29][S:30]([O-:32])=O.[K+].S([O-])(O[O-])(=O)=O.[K+].[K+].[C:42]([O-])(O)=O.[Na+]>C1COCC1.O.CO>[Cl:1][C:2]1[CH:7]=[CH:6][CH:5]=[CH:4][C:3]=1[C:8]([C:10]1[N:20]([C:21]2[N:22]([CH3:27])[N:23]=[C:24]([CH3:26])[CH:25]=2)[C:13]2[N:14]=[C:15]([S:30]([CH3:42])(=[O:32])=[O:29])[N:16]=[CH:17][C:12]=2[CH:11]=1)=[O:9] |f:1.2,3.4.5,6.7|. Reported procedure: To a solution of (2-chloro-phenyl)-[7-(2,5-dimethyl-2H-pyrazol-3-yl)-2-methylsulfanyl-7H-pyrrolo[2,3-d]pyrimidin-6-yl]-methanone, 19, (0.13 g, 0.34 mmol) in THF:methanol (4 mL of 1:1 mixture) is added dropwise a solution of Oxone® (potassium peroxymonosulfate) (0.73 g, 1.19 mmol) in H2O (4 mL). After stirring the reaction for 1 hour at room temperature, the solution is poured into aqueous saturated NaHCO3. The aqueous phase is twice extracted with CHCl3 and the combined organic phases are dried ... The product is ClC1=C(C=CC=C1)C(=O)C1=CC2=C(N=C(N=C2)S(=O)(=O)C)N1C=1N(N=C(C1)C)C ((2-chlorophenyl)-[7-(2,5-dimethyl-2H-pyrazol-3-yl)-2-methanesulfonyl-7H-pyrrolo[2,3-d]pyrimidin-6-yl]-methanone). The reactants are ClC1=C(C=CC=C1)C(=O)C1=CC2=C(N=C(N=C2)SC)N1C=1N(N=C(C1)C)C ((2-chloro-phenyl)-[7-(2,5-dimethyl-2H-pyrazol-3-yl)-2-methylsulfanyl-7H-pyrrolo[2,3-d]pyrimidin-6-yl]-methanone), OOS(=O)[O-].[K+] (Oxone), S(=O)(=O)(O[O-])[O-].[K+].[K+] (potassium peroxymonosulfate), C(=O)(O)[O-].[Na+] (NaHCO3). The solvent is C1CCOC1 (THF), O (H2O), CO (methanol). Starting materials: N1(CCOCC1)CC1=CC=C(N(C2CCOCC2)C=C(C(=O)OCC)C(=O)OCC)C=C1 (diethyl 2-{[4-(4-morpholinylmethyl)(tetrahydro-2H-pyran-4-yl)anilino]methylene}malonate), C([O-])(O)=O (bicarbonate), polyphosphoric acid. The solvent is ClCCl (dichloromethane). Reaction conditions: temperature 100 celsius. Product: N1(CCOCC1)CC=1C=C2C(C(=CN(C2=CC1)C1CCOCC1)C(=O)OCC)=O (ethyl 6-(4-morpholinylmethyl)-4-oxo-1-tetrahydro-2H-pyran4-yl-1,4-dihydro-3-quinolinecarboxylate). Yield: 65.3%. RXN SMILES: [N:1]1([CH2:7][C:8]2[CH:32]=[CH:31][C:11]([N:12]([CH:19]=[C:20]([C:26]([O:28][CH2:29][CH3:30])=[O:27])[C:21]([O:23]CC)=O)[CH:13]3[CH2:18][CH2:17][O:16][CH2:15][CH2:14]3)=[CH:10][CH:9]=2)[CH2:6][CH2:5][O:4][CH2:3][CH2:2]1.C(=O)(O)[O-]>ClCCl>[N:1]1([CH2:7][C:8]2[CH:32]=[C:31]3[C:11](=[CH:10][CH:9]=2)[N:12]([CH:13]2[CH2:18][CH2:17][O:16][CH2:15][CH2:14]2)[CH:19]=[C:20]([C:26]([O:28][CH2:29][CH3:30])=[O:27])[C:21]3=[O:23])[CH2:2][CH2:3][O:4][CH2:5][CH2:6]1. Procedure details: A flask containing diethyl 2-{[4-(4-morpholinylmethyl)(tetrahydro-2H-pyran-4-yl)anilino]methylene}malonate (0.41 g) is treated with polyphosphoric acid (1.5 g). The reaction mixture is heated to 100° C. under a flow of nitrogen gas. After 1 hour the reaction is cooled to room temperature. The reaction mixture is carefully added to a vigorously stirred mixture of dichloromethane and saturated aqueous bicarbonate. The layers are separated and the basic aqueous layer is extracted with three additio...